From a dataset of the Open Reaction Database (ORD), a public repository of structured organic reaction records. describe an organic reaction: reactants, conditions, products, and yield Solvent: CC(=O)O (AcOH). Reaction SMILES: CO[C:3]([C:5]1[CH:10]=[N:9][C:8]([O:11][C:12]2[C:17]3[CH2:18][C:19]([CH3:22])([CH3:21])[O:20][C:16]=3[CH:15]=[C:14]([C:23](=[O:31])[NH:24][C:25]3[CH:29]=[CH:28][N:27]([CH3:30])[N:26]=3)[CH:13]=2)=[CH:7][N:6]=1)=[O:4].[NH:32]1[CH2:35][CH2:34][CH2:33]1>CC(O)=O>[CH3:30][N:27]1[CH:28]=[CH:29][C:25]([NH:24][C:23]([C:14]2[CH:13]=[C:12]([O:11][C:8]3[CH:7]=[N:6][C:5]([C:3]([N:32]4[CH2:35][CH2:34][CH2:33]4)=[O:4])=[CH:10][N:9]=3)[C:17]3[CH2:18][C:19]([CH3:22])([CH3:21])[O:20][C:16]=3[CH:15]=2)=[O:31])=[N:26]1. Starting materials: COC(=O)C1=NC=C(N=C1)OC1=CC(=CC2=C1CC(O2)(C)C)C(NC2=NN(C=C2)C)=O (5-[2,2-dimethyl-6-(1-methyl-1H-pyrazol-3-ylcarbamoyl)-2,3-dihydro-benzofuran-4-yloxy]-pyrazine-2-carboxylic acid methyl ester), N1CCC1 (azetidine). The product is CN1N=C(C=C1)NC(=O)C1=CC2=C(CC(O2)(C)C)C(=C1)OC1=NC=C(N=C1)C(=O)N1CCC1 (4-[5-(Azetidine-1-carbonyl)-pyrazin-2-yloxy]-2,2-dimethyl-2,3-dihydro-benzofuran-6-carboxylic acid (1-methyl-1H-pyrazol-3-yl)-amide). Procedure details: The title compound was prepared in a similar manner as described for Example 1, from 5-[2,2-dimethyl-6-(1-methyl-1H-pyrazol-3-ylcarbamoyl)-2,3-dihydro-benzofuran-4-yloxy]-pyrazine-2-carboxylic acid methyl ester (396a) and azetidine. 1H NMR (400 MHz, CDCl3) δ 8.86 (d, J=1.26 Hz, 1 H) 8.35 (d, J=1.26 Hz, 1 H) 8.30 (s, 1 H) 7.23-7.32 (m, 1 H) 7.18 (d, J=1.26 Hz, 1 H) 7.12 (d, J=1.26 Hz, 1 H) 6.79 (d, J=2.27 Hz, 1 H) 4.70 (t, J=7.83 Hz, 2 H) 4.27 (t, J=7.83 Hz, 2 H) 3.81 (s, 3 H) 2.85 (s, 2 H) 2.31-... Reactants: CC(C)CC(=O)Cl, C[Si](C)(C)CCOCn1ccc2nc(-c3cccnc3NC3CCNC3)cnc21. Yields the product CC(C)CC(=O)N1CCC(Nc2ncccc2-c2cnc3c(ccn3COCC[Si](C)(C)C)n2)C1. RXN SMILES: [C:30]([CH2:31][CH:32]([CH3:33])[CH3:34])(=[O:35])[Cl:36].[NH:1]1[CH2:2][CH:3]([NH:6][c:7]2[n:8][cH:9][cH:10][cH:11][c:12]2-[c:13]2[n:14][c:15]3[c:16]([n:17][cH:18]2)[n:19]([CH2:22][O:23][CH2:24][CH2:25][Si:26]([CH3:27])([CH3:28])[CH3:29])[cH:20][cH:21]3)[CH2:4][CH2:5]1>>[N:1]1([C:30]([CH2:31][CH:32]([CH3:33])[CH3:34])=[O:35])[CH2:2][CH:3]([NH:6][c:7]2[n:8][cH:9][cH:10][cH:11][c:12]2-[c:13]2[n:14][c:15]3[c:16]([n:17][cH:18]2)[n:19]([CH2:22][O:23][CH2:24][CH2:25][Si:26]([CH3:27])([CH3:28])[CH3:29])[cH:20][cH:21]3)[CH2:4][CH2:5]1. The reactants are CC(C)(C)OC(=O)N1C[C@@H]2C[C@H]1CN2, C1=CN=C(C=C1C(F)(F)F)Cl. Reagents/catalysts: CC(C)(C)[O-].[Na+], C1=CC=C(C=C1)P(C2=CC=CC=C2)C3=C(C4=CC=CC=C4C=C3)C5=C(C=CC6=CC=CC=C65)P(C7=CC=CC=C7)C8=CC=CC=C8, C1=CC=C(C=C1)/C=C/C(=O)/C=C/C2=CC=CC=C2.C1=CC=C(C=C1)/C=C/C(=O)/C=C/C2=CC=CC=C2.C1=CC=C(C=C1)/C=C/C(=O)/C=C/C2=CC=CC=C2.[Pd].[Pd]. Solvent: CC1=CC=CC=C1. Conditions: temperature 105 celsius. The product is CC(C)(C)OC(=O)N1C[C@@H]2C[C@H]1CN2C3=NC=CC(=C3)C(F)(F)F. The yield is 73.3%. Procedure details: A 2.0-5.0 mL microwave vial was charged with (1S,4S)-tert-butyl 2,5-diazabicyclo[2.2.1]heptane-2-carboxylate (200 mg, 1.01 mmol), rac-2,2'-Bis(diphenylphosphino)-1,1'-binaphthyl (62.8 mg, 0.10 mmol), Sodium tert-butoxide (116 mg, 1.21 mmol), 2-Chloro-4-(trifluoromethyl)pyridine (0.156 mL, 1.21 mmol) and a mixture of toluene (2.5 mL) and DMF (.5 mL). The reaction mixture was degassed for 10 minutes with nitrogen, and then Tris(dibenzylideneacetone)dipalladium(0) (46.2 mg, 0.05 mmol) was added. Th... Reactants: CO (methanol), [N+](=O)(O)[O-] (nitric acid), N1=C(N)N=C(N)N=C1N (melamine), C=O (formaldehyde), C=O (formaldehyde), [OH-].[Na+] (sodium hydroxide), N1=C(N)N=C(N)N=C1N (melamine), N1=C(N)N=C(N)N=C1N (melamine). Conditions: temperature 68 celsius, time 30 minute. Yields the product C=O.N1=C(N)N=C(N)N=C1N (Melamine-Formaldehyde). As a reaction SMILES: [CH2:1]=[O:2].[OH-].[Na+].[N:5]1[C:12]([NH2:13])=[N:11][C:9]([NH2:10])=[N:8][C:6]=1[NH2:7].CO.[N+]([O-])(O)=O>>[CH2:1]=[O:2].[N:5]1[C:12]([NH2:13])=[N:11][C:9]([NH2:10])=[N:8][C:6]=1[NH2:7] |f:1.2,6.7|. Reported procedure: A 30 l laboratory vessel with stirrer, reflux condenser and thermometer was charged with 6717 g (87.2 mol) of 39% strength aqueous formaldehyde and this initial charge was heated to 68° C. Then 31.5 ml of 2 N sodium hydroxide solution were added followed immediately by 3450 g (27.4 mol) of melamine. Because of the exothermic reaction of melamine and formaldehyde, the mixture rose in temperature to about 83° C. and was held at this temperature until all of the melamine had dissolved. It was then ... Reactants: C1=CC=CC=2NC3=C(CCC21)C=CC=C3 (10,11-dihydro-5H-dibenz[b,f]azepine), CC(C)([O-])C.[K+] (potassium tert-butoxide), ClCC=1C=C(C(=O)OC)C=CC1 (methyl 3-(chloromethyl)benzoate). Run in O1CCCC1 (tetrahydrofuran), O1CCCC1 (tetrahydrofuran). Reaction conditions: temperature 0 celsius, time 15 minute. The product is C1=CC=CC=2N(C3=C(CCC21)C=CC=C3)CC=3C=C(C(=O)OC)C=CC3 (methyl 3-(10,11-dihydro-5H-dibenz[b,f]azepin-5-ylmethyl)benzoate). The yield is 25.6%. As a reaction SMILES: [CH:1]1[C:11]2[CH2:10][CH2:9][C:8]3[CH:12]=[CH:13][CH:14]=[CH:15][C:7]=3[NH:6][C:5]=2[CH:4]=[CH:3][CH:2]=1.CC(C)([O-])C.[K+].Cl[CH2:23][C:24]1[CH:25]=[C:26]([CH:31]=[CH:32][CH:33]=1)[C:27]([O:29][CH3:30])=[O:28]>O1CCCC1>[CH:1]1[C:11]2[CH2:10][CH2:9][C:8]3[CH:12]=[CH:13][CH:14]=[CH:15][C:7]=3[N:6]([CH2:23][C:24]3[CH:25]=[C:26]([CH:31]=[CH:32][CH:33]=3)[C:27]([O:29][CH3:30])=[O:28])[C:5]=2[CH:4]=[CH:3][CH:2]=1 |f:1.2|. Procedure details: To a solution of 10,11-dihydro-5H-dibenz[b,f]azepine (2.44 g) in tetrahydrofuran (25 ml) was added potassium tert-butoxide (2.02 g) at 0° C. The mixture was stirred at 0° C. for 15 minutes, and then a solution of methyl 3-(chloromethyl)benzoate (3.57 g) in tetrahydrofuran (15 ml) was added. The mixture was stirred at 25° C. for 1 hour, and then evaporated. The residue was partitioned between ethyl acetate and 0.1N hydrochloric acid. The organic layer was washed with water and brine, dried over m... Reactants: ClCCl, CCOC(=O)c1cccc(N=C=O)c1, CCCc1c(OCc2ccc(N)cc2)ccc(C(C)=O)c1O. Yields the product CCCc1c(OCc2ccc(NC(=O)Nc3cccc(C(=O)OCC)c3)cc2)ccc(C(C)=O)c1O. As a reaction SMILES: [Cl:37][CH2:38][Cl:39].[N:23](=[C:24]=[O:25])[c:26]1[cH:27][c:28]([C:29](=[O:30])[O:31][CH2:32][CH3:33])[cH:34][cH:35][cH:36]1.[NH2:1][c:2]1[cH:3][cH:4][c:5]([CH2:6][O:7][c:8]2[c:9]([CH2:18][CH2:19][CH3:20])[c:10]([OH:17])[c:11]([C:14]([CH3:15])=[O:16])[cH:12][cH:13]2)[cH:21][cH:22]1>>[NH:1]([c:2]1[cH:3][cH:4][c:5]([CH2:6][O:7][c:8]2[c:9]([CH2:18][CH2:19][CH3:20])[c:10]([OH:17])[c:11]([C:14]([CH3:15])=[O:16])[cH:12][cH:13]2)[cH:21][cH:22]1)[C:24]([NH:23][c:26]1[cH:27][c:28]([C:29](=[O:30])[O:31][CH2:32][CH3:33])[cH:34][cH:35][cH:36]1)=[O:25].